From a dataset of the Open Reaction Database (ORD), a public repository of structured organic reaction records. describe an organic reaction: reactants, conditions, products, and yield Reactants: N (NH3), C1=CC(=CC(=C1)Cl)C(=O)OO (mCPBA), C(C)N1C=NC(=C1C1=CC2=C(N=CN=C2SC)S1)C1=CC=CC=C1 (6-(1-ethyl-4-phenyl-1H-imidazol-5-yl)-4-(methylthio)thieno[2,3-d]pyrimidine), C(C)N1C=NC(=C1C1=CC2=C(N=CN=C2SC)S1)C1=CC=CC=C1 (6-(1-ethyl-4-phenyl-1H-imidazol-5-yl)-4-(methylthio)thieno[2,3-d]pyrimidine), N (NH3). Solvent: C(Cl)Cl (DCM). Conditions: time 45 minute. Yields the product N (NH3), C(C)N1C=NC(=C1C1=CC2=C(N=CN=C2N)S1)C1=CC=CC=C1 (6-(1-Ethyl-4-phenyl-1H-imidazol-5-yl)thieno[2,3-d]pyrimidin-4-amine). Yield: 48.0%. RXN SMILES: C1C=C(Cl)C=C(C(OO)=O)C=1.[CH2:12]([N:14]1[C:18]([C:19]2[S:29][C:22]3[N:23]=[CH:24][N:25]=[C:26](SC)[C:21]=3[CH:20]=2)=[C:17]([C:30]2[CH:35]=[CH:34][CH:33]=[CH:32][CH:31]=2)[N:16]=[CH:15]1)[CH3:13].[NH3:36]>C(Cl)Cl>[NH3:14].[CH2:12]([N:14]1[C:18]([C:19]2[S:29][C:22]3[N:23]=[CH:24][N:25]=[C:26]([NH2:36])[C:21]=3[CH:20]=2)=[C:17]([C:30]2[CH:35]=[CH:34][CH:33]=[CH:32][CH:31]=2)[N:16]=[CH:15]1)[CH3:13]. Procedure details: mCPBA (70-75%, 160 mg) was added to a stirred solution of 6-(1-ethyl-4-phenyl-1H-imidazol-5-yl)-4-(methylthio)thieno[2,3-d]pyrimidine (Intermediate 70) (91 mg) in DCM (8 mL) and allowed to stir at ambient temperature for 45 minutes. NH3 (0.5M in dioxane) (10 mL) was then added and the reaction was allowed to stir for 2 days with further NH3 (0.5M in dioxane) (5 mL) added after 16 hours. The reaction mixture was concentrated in vacuo and the crude product purified by flash chromatography on silic... Reactants: COc1ccc(Br)cc1C(=O)c1ccc(Nc2ccc(F)cc2F)nc1, C[Sn](C)(C)c1ccncc1, Cl[Pd]Cl, Cc1ccccc1C, c1ccc(P(c2ccccc2)c2ccccc2)cc1, c1ccc(P(c2ccccc2)c2ccccc2)cc1. The product is COc1ccc(-c2ccncc2)cc1C(=O)c1ccc(Nc2ccc(F)cc2F)nc1. As a reaction SMILES: [Br:1][c:2]1[cH:3][cH:4][c:5]([O:25][CH3:26])[c:6]([C:8](=[O:9])[c:10]2[cH:11][n:12][c:13]([NH:16][c:17]3[c:18]([F:24])[cH:19][c:20]([F:23])[cH:21][cH:22]3)[cH:14][cH:15]2)[cH:7]1.[CH3:27][Sn:28]([c:29]1[cH:30][cH:31][n:32][cH:33][cH:34]1)([CH3:35])[CH3:36].[Pd:45]([Cl:46])[Cl:47].[c:37]1([CH3:38])[c:39]([CH3:40])[cH:41][cH:42][cH:43][cH:44]1.[c:48]1([P:49]([c:50]2[cH:51][cH:52][cH:53][cH:54][cH:55]2)[c:56]2[cH:57][cH:58][cH:59][cH:60][cH:61]2)[cH:62][cH:63][cH:64][cH:65][cH:66]1.[c:67]1([P:68]([c:69]2[cH:70][cH:71][cH:72][cH:73][cH:74]2)[c:75]2[cH:76][cH:77][cH:78][cH:79][cH:80]2)[cH:81][cH:82][cH:83][cH:84][cH:85]1>>[c:2]1(-[c:29]2[cH:30][cH:31][n:32][cH:33][cH:34]2)[cH:3][cH:4][c:5]([O:25][CH3:26])[c:6]([C:8](=[O:9])[c:10]2[cH:11][n:12][c:13]([NH:16][c:17]3[c:18]([F:24])[cH:19][c:20]([F:23])[cH:21][cH:22]3)[cH:14][cH:15]2)[cH:7]1. The reactants are C=1C=C(C(N2C=CC=CC12)=O)C(=O)N (4H-quinolizin-4-one-3-carboxamide). Solvent: P(=O)(Cl)(Cl)Cl (phosphorus oxychloride). Product: C(#N)C1=CC=C2C=CC=CN2C1=O (3-cyano-4H-quinolizin-4-one). As a reaction SMILES: [CH:1]1[CH:2]=[C:3]([C:12]([NH2:14])=O)[C:4](=[O:11])[N:5]2[C:10]=1[CH:9]=[CH:8][CH:7]=[CH:6]2>P(Cl)(Cl)(Cl)=O>[C:12]([C:3]1[C:4](=[O:11])[N:5]2[C:10]([CH:9]=[CH:8][CH:7]=[CH:6]2)=[CH:1][CH:2]=1)#[N:14]. Reported procedure: A mixture of 4H-quinolizin-4-one-3-carboxamide (1.0 g) and phosphorus oxychloride (50 ml) was refluxed for one hour. The reaction mixture was concentrated under reduced pressure and the residue was dissolved in aqueous sodium bicarbonate solution and chloroform. The chloroform extract was washed with water, dried over anhydrous magnesium sulfate and then evaporated. The residue was chromatographed on silica gel (30 g) eluting with chloroform-methanol (50:1) to give 3-cyano-4H-quinolizin-4-one, w... The reactants are C1(CC1)C(CC(=O)C1=C(C=C(C=C1)C(F)(F)F)SC1=CC=C(C=C1)Cl)=O (3-cyclopropyl-1-[2-(4-chlorophenylsulphenyl)-4-trifluoromethylphenyl]propan-1,3-dione), C(C)OC(OCC)OCC (triethylorthoformate). Solvent: C(C)(=O)OC(C)=O (acetic anhydride). Yields the product C1(CC1)C(C(C(=O)C1=C(C=C(C=C1)C(F)(F)F)SC1=CC=C(C=C1)Cl)=COCC)=O (3-cyclopropyl- 1-[2-(4-chlorophenylsulphenyl)-4-trifluoromethylphenyl]-2-ethoxymethylenepropan-1,3-dione). Reaction SMILES: [CH:1]1([C:4](=[O:26])[CH2:5][C:6]([C:8]2[CH:13]=[CH:12][C:11]([C:14]([F:17])([F:16])[F:15])=[CH:10][C:9]=2[S:18][C:19]2[CH:24]=[CH:23][C:22]([Cl:25])=[CH:21][CH:20]=2)=[O:7])[CH2:3][CH2:2]1.[CH2:27]([O:29][CH:30](OCC)OCC)[CH3:28]>C(OC(=O)C)(=O)C>[CH:1]1([C:4](=[O:26])[C:5](=[CH:30][O:29][CH2:27][CH3:28])[C:6]([C:8]2[CH:13]=[CH:12][C:11]([C:14]([F:15])([F:16])[F:17])=[CH:10][C:9]=2[S:18][C:19]2[CH:24]=[CH:23][C:22]([Cl:25])=[CH:21][CH:20]=2)=[O:7])[CH2:3][CH2:2]1. Procedure details: A mixture of 3-cyclopropyl-1-[2-(4-chlorophenylsulphenyl)-4-trifluoromethylphenyl]propan-1,3-dione (2.9 g) and triethylorthoformate (2.3 g) in acetic anhydride (2.4 g) was heated at reflux for 75 minutes. The reaction mixture was concentrated to give 3-cyclopropyl- 1-[2-(4-chlorophenylsulphenyl)-4-trifluoromethylphenyl]-2-ethoxymethylenepropan-1,3-dione as a red oil which was used without further purification. The reactants are ClC=1C=CC2=C(N(C(C3=C(N=CC=C23)C)=O)C)C1 (8-chloro-4,6-dimethylbenzo[c][2,7]naphthyridin-5(6H)-one), OC(C)[C@H](CC(C)C)NC(OC(C)(C)C)=O (tert-butyl ((3S)-2-hydroxy-5-methylhexan-3-yl)carbamate), C(=O)([O-])[O-].[Cs+].[Cs+] (Cs2CO3), C(C)(C)(C)P(C1=C(C=CC=C1)C1=C(C=C(C=C1C(C)C)C(C)C)C(C)C)C(C)(C)C (2-di-t-butylphosphino-2′,4′,6′-tri-i-propyl-1,1′-biphenyl). The reagents and catalysts are CC(=O)[O-].CC(=O)[O-].[Pd+2] (Pd(OAc)2). The solvent is C1(=CC=CC=C1)C (Toluene). Run at temperature 90 celsius. Yields the product C(C)(C)(C)OC(N[C@H](C(C)OC=1C=CC2=C(N(C(C3=C(N=CC=C23)C)=O)C)C1)CC(C)C)=O (tert-butyl((3S)-2-((4,6-dimethyl-5-oxo-5,6-dihydrobenzo[c][2,7]naphthyridin-8-yl)oxy)-5-methylhexan-3-yl)carbamate). RXN SMILES: Cl[C:2]1[CH:3]=[CH:4][C:5]2[C:14]3[C:9](=[C:10]([CH3:15])[N:11]=[CH:12][CH:13]=3)[C:8](=[O:16])[N:7]([CH3:17])[C:6]=2[CH:18]=1.[OH:19][CH:20]([C@@H:22]([NH:27][C:28](=[O:34])[O:29][C:30]([CH3:33])([CH3:32])[CH3:31])[CH2:23][CH:24]([CH3:26])[CH3:25])[CH3:21].C([O-])([O-])=O.[Cs+].[Cs+].C(P(C(C)(C)C)C1C=CC=CC=1C1C(C(C)C)=CC(C(C)C)=CC=1C(C)C)(C)(C)C>C1(C)C=CC=CC=1.CC([O-])=O.CC([O-])=O.[Pd+2]>[C:30]([O:29][C:28](=[O:34])[NH:27][C@@H:22]([CH2:23][CH:24]([CH3:26])[CH3:25])[CH:20]([O:19][C:2]1[CH:3]=[CH:4][C:5]2[C:14]3[C:9](=[C:10]([CH3:15])[N:11]=[CH:12][CH:13]=3)[C:8](=[O:16])[N:7]([CH3:17])[C:6]=2[CH:18]=1)[CH3:21])([CH3:32])([CH3:33])[CH3:31] |f:2.3.4,7.8.9|. Reported procedure: A mixture of 8-chloro-4,6-dimethylbenzo[c][2,7]naphthyridin-5(6H)-one (0.05 g, 0.193 mol), tert-butyl ((3S)-2-hydroxy-5-methylhexan-3-yl)carbamate (0.067 g, 0.290 mmol), Cs2CO3 (0.315 g, 0.966 mol), 2-di-t-butylphosphino-2′,4′,6′-tri-i-propyl-1,1′-biphenyl (8.21 mg, 0.019 mol) and Pd(OAc)2 (2.60 mg, 0.012 mol) were taken in Toluene (2 mL) and heated overnight at 90° C. After cooling the reaction mixture was concentrated, then diluted with ethyl acetate and water. Ethyl acetate layer was collecte... The reactants are O=C([O-])O, CC(=O)[O-], CCOCC, COC(=O)c1ccnc(C#C[Si](C)(C)C)c1, [Hg+], [Na+], C1CCOC1, O=S(=O)(O)O. The product is COC(=O)c1ccnc(C(C)=O)c1. Reaction SMILES: [C:22]([O-:23])(=[O:24])[OH:25].[C:37]([O-:38])(=[O:39])[CH3:40].[CH3:32][CH2:33][O:34][CH2:35][CH3:36].[CH3:6][Si:7]([CH3:8])([CH3:9])[C:10]#[C:11][c:12]1[cH:13][c:14]([C:15](=[O:16])[O:17][CH3:18])[cH:19][cH:20][n:21]1.[Hg+:41].[Na+:26].[O:27]1[CH2:28][CH2:29][CH2:30][CH2:31]1.[S:1](=[O:2])(=[O:3])([OH:4])[OH:5]>>[CH3:10][C:11]([c:12]1[cH:13][c:14]([C:15](=[O:16])[O:17][CH3:18])[cH:19][cH:20][n:21]1)=[O:23]. Starting materials: COC(=O)c1cncc(Br)c1, CCO, NN, O. The product is NNC(=O)c1cncc(Br)c1. As a reaction SMILES: [Br:1][c:2]1[cH:3][n:4][cH:5][c:6]([C:7](=[O:8])[O:9][CH3:10])[cH:11]1.[CH3:15][CH2:16][OH:17].[NH2:13][NH2:14].[OH2:12]>>[Br:1][c:2]1[cH:3][n:4][cH:5][c:6]([C:7](=[O:8])[NH:13][NH2:14])[cH:11]1.